This data is from the Open Reaction Database (ORD), a public repository of structured organic reaction records. The task is: describe an organic reaction: reactants, conditions, products, and yield The reactants are CCCC(C)O, Nc1cc(O)c(Cl)cc1F, COc1cc2c(Cl)ccnc2cc1OCCCN1CCCC1, Cl, CN(C)C=O. The product is Cl, COc1cc2c(Nc3cc(O)c(Cl)cc3F)ccnc2cc1OCCCN1CCCC1. As a reaction SMILES: [CH3:34][CH:35]([OH:36])[CH2:37][CH2:38][CH3:39].[Cl:24][c:25]1[cH:26][c:27]([F:33])[c:28]([NH2:29])[cH:30][c:31]1[OH:32].[Cl:2][c:3]1[cH:4][cH:5][n:6][c:7]2[cH:8][c:9]([O:15][CH2:16][CH2:17][CH2:18][N:19]3[CH2:20][CH2:21][CH2:22][CH2:23]3)[c:10]([O:13][CH3:14])[cH:11][c:12]12.[ClH:1].[O:40]=[CH:41][N:42]([CH3:43])[CH3:44]>>[ClH:2].[c:3]1([NH:29][c:28]2[c:27]([F:33])[cH:26][c:25]([Cl:24])[c:31]([OH:32])[cH:30]2)[cH:4][cH:5][n:6][c:7]2[cH:8][c:9]([O:15][CH2:16][CH2:17][CH2:18][N:19]3[CH2:20][CH2:21][CH2:22][CH2:23]3)[c:10]([O:13][CH3:14])[cH:11][c:12]12.